From a dataset of the Open Reaction Database (ORD), a public repository of structured organic reaction records. describe an organic reaction: reactants, conditions, products, and yield As a reaction SMILES: [CH3:1][O:2][C:3]1[CH:4]=[C:5]([CH:15]=[C:16]([O:20][CH3:21])[C:17]=1[O:18][CH3:19])[CH2:6]P(=O)(OCC)OCC.[CH3:22][O:23][C:24]1[CH:25]=[C:26]([CH:29]=[CH:30][C:31]=1[O:32][CH3:33])[CH:27]=O.[H-].[Na+]>>[CH3:22][O:23][C:24]1[CH:25]=[C:26]([CH:27]=[CH:6][C:5]2[CH:15]=[C:16]([O:20][CH3:21])[C:17]([O:18][CH3:19])=[C:3]([O:2][CH3:1])[CH:4]=2)[CH:29]=[CH:30][C:31]=1[O:32][CH3:33] |f:2.3|. Procedure: Reaction of diethyl 3,4,5-trimethoxybenzylphosphonate (5.4 g, 17 mmol) with 3,4-dimethoxybenzaldehyde (2 g, 12 mmol) in presence of NaH (0.97 g, 20 mmol), under the conditions noted in example 1, gave 1-(3,4-dimethoxyphenyl)-2-(3,4,5-trimethoxyphenyl) ethylene, m.p. 150–152° C.; IR (KBr) νmax 2934, 2835, 1583, 1510, 1331, 1249, 1125, 1024, 1004, 976, 850 cm−1; 1H NMR (CDCl3, 400 MHz) δ 7.06 (1H, s), 7.05 (1H, dd, J=8.0, 1.9 Hz), 6.97 (1H, d, J=16.0 Hz), 6.89 (1H, d, J=16.0 Hz), 6.87 (1H, d, J=8.... The reactants are COC=1C=C(CP(OCC)(OCC)=O)C=C(C1OC)OC (diethyl 3,4,5-trimethoxybenzylphosphonate), COC=1C=C(C=O)C=CC1OC (3,4-dimethoxybenzaldehyde), [H-].[Na+] (NaH). Product: COC=1C=C(C=CC1OC)C=CC1=CC(=C(C(=C1)OC)OC)OC (1-(3,4-dimethoxyphenyl)-2-(3,4,5-trimethoxyphenyl) ethylene). Reactants: NC1=CC=C(CC2=NC=3N(C(N(C(C3N2)=O)CC2=C(C=CC=C2)F)=O)CCCC)C=C1 (8-(4-amino-benzyl)-3-butyl-1-(2-fluoro-benzyl)-3,7-dihydro-purine-2,6-dione), FC(C1=C(C=CC=C1)S(=O)(=O)Cl)(F)F (2-(trifluoromethyl)-benzenesulfonyl chloride). Yields the product C(CCC)N1C(N(C(C=2NC(=NC12)CC1=CC=C(C=C1)NS(=O)(=O)C1=C(C=CC=C1)C(F)(F)F)=O)CC1=C(C=CC=C1)F)=O (N-{4-[3-Butyl-1-(2-fluoro-benzyl)-2,6-dioxo-2,3,6,7-tetrahydro-1H-purin-8-ylmethyl]-phenyl}-2-trifluoromethyl-benzenesulfonamide). RXN SMILES: [NH2:1][C:2]1[CH:31]=[CH:30][C:5]([CH2:6][C:7]2[NH:15][C:14]3[C:13](=[O:16])[N:12]([CH2:17][C:18]4[CH:23]=[CH:22][CH:21]=[CH:20][C:19]=4[F:24])[C:11](=[O:25])[N:10]([CH2:26][CH2:27][CH2:28][CH3:29])[C:9]=3[N:8]=2)=[CH:4][CH:3]=1.[F:32][C:33]([F:45])([F:44])[C:34]1[CH:39]=[CH:38][CH:37]=[CH:36][C:35]=1[S:40](Cl)(=[O:42])=[O:41]>>[CH2:26]([N:10]1[C:9]2[N:8]=[C:7]([CH2:6][C:5]3[CH:4]=[CH:3][C:2]([NH:1][S:40]([C:35]4[CH:36]=[CH:37][CH:38]=[CH:39][C:34]=4[C:33]([F:32])([F:44])[F:45])(=[O:42])=[O:41])=[CH:31][CH:30]=3)[NH:15][C:14]=2[C:13](=[O:16])[N:12]([CH2:17][C:18]2[CH:23]=[CH:22][CH:21]=[CH:20][C:19]=2[F:24])[C:11]1=[O:25])[CH2:27][CH2:28][CH3:29]. Procedure: Prepared from 8-(4-amino-benzyl)-3-butyl-1-(2-fluoro-benzyl)-3,7-dihydro-purine-2,6-dione and 2-(trifluoromethyl)-benzenesulfonyl chloride. Purity (ELSD, based on MW=629.6)=90%. Starting materials: CCCCSCCCC, Ic1ccccc1. Yields the product CCCCSc1ccccc1. RXN SMILES: [CH2:8]([CH2:9][CH2:10][CH3:11])[S:12][CH2:13][CH2:14][CH2:15][CH3:16].[I:1][c:2]1[cH:3][cH:4][cH:5][cH:6][cH:7]1>>[c:2]1([S:12][CH2:8][CH2:9][CH2:10][CH3:11])[cH:3][cH:4][cH:5][cH:6][cH:7]1.